From a dataset of the Open Reaction Database (ORD), a public repository of structured organic reaction records. describe an organic reaction: reactants, conditions, products, and yield The reactants are CC1(OC2=C(C(=CC(=C2)C(CCC)(C)C2=CC=C(C=C2)F)O)C2=C1CCN(C2)CC#C)C (5,5-dimethyl-10-hydroxy-8-(4-fluorophenyl-1-methylbutyl)-2-(2-propynyl)-1,2,3,4-tetrahydro-5H[1]benzopyrano[3,4-d]pyridine), C1(=C(C(=C(C(=C1F)F)F)N)F)N.Cl.Cl (dihydrochloride), Cl (hydrogen chloride), Cl.CC(C(=O)O)CCN1CCCCC1 (α-methyl-γ-piperidino butyric acid hydrochloride), C1(CCCCC1)N=C=NC1CCCCC1 (dicyclohexylcarbodiimide). The solvent is C(Cl)Cl.C(C)OCC (methylene chloride diethyl ether), C(Cl)Cl (methylene chloride), C(C)OCC (diethyl ether), C(Cl)Cl.C1CCCCC1 (methylene chloride cyclohexane). Conditions: time 16 hour. Product: Cl.CC1(OC2=C(C(=CC(=C2)C(CCC)(C)C2=CC=C(C=C2)F)OC(C(CCN2CCCCC2)C)=O)C2=C1CCN(C2)CC#C)C (5,5-Dimethyl-10-[2-methyl-4-(piperidino)butyryloxy]-8-(4-fluorophenyl-1-methylbutyl)-2-(2-propynyl)-1,2,3,4-tetrahydro-5H[1]benzopyrano[3,4-d]pyridine hydrochloride). RXN SMILES: [CH3:1][C:2]1([CH3:32])[C:24]2[CH2:25][CH2:26][N:27]([CH2:29][C:30]#[CH:31])[CH2:28][C:23]=2[C:5]2[C:6]([OH:22])=[CH:7][C:8]([C:10]([C:15]3[CH:20]=[CH:19][C:18]([F:21])=[CH:17][CH:16]=3)([CH3:14])[CH2:11][CH2:12][CH3:13])=[CH:9][C:4]=2[O:3]1.[ClH:33].[CH3:34][CH:35]([CH2:39][CH2:40][N:41]1[CH2:46][CH2:45][CH2:44][CH2:43][CH2:42]1)[C:36](O)=[O:37].C1(N=C=NC2CCCCC2)CCCCC1.C1(N)C(F)=C(F)C(F)=C(N)C=1F.Cl.Cl.Cl>C(Cl)Cl.C1CCCCC1.C(Cl)Cl.C(OCC)C.C(OCC)C.C(Cl)Cl>[ClH:33].[CH3:32][C:2]1([CH3:1])[C:24]2[CH2:25][CH2:26][N:27]([CH2:29][C:30]#[CH:31])[CH2:28][C:23]=2[C:5]2[C:6]([O:22][C:36](=[O:37])[CH:35]([CH3:34])[CH2:39][CH2:40][N:41]3[CH2:46][CH2:45][CH2:44][CH2:43][CH2:42]3)=[CH:7][C:8]([C:10]([C:15]3[CH:16]=[CH:17][C:18]([F:21])=[CH:19][CH:20]=3)([CH3:14])[CH2:11][CH2:12][CH3:13])=[CH:9][C:4]=2[O:3]1 |f:1.2,4.5.6,8.9,10.11,14.15|. Procedure: 2.0 g. (5.05 mm.) of 5,5-dimethyl-10-hydroxy-8-(4-fluorophenyl-1-methylbutyl)-2-(2-propynyl)-1,2,3,4-tetrahydro-5H[1]benzopyrano[3,4-d]pyridine are combined with 1.12 g. (5.05 mm.) of α-methyl-γ-piperidino butyric acid hydrochloride and 1.08 g. (5.25 mm.) of dicyclohexylcarbodiimide in 110 ml. of methylene chloride and the mixture is stirred at room temperature for 16 hours. After cooling for 4 hours, the by-product of dicyclohexylurea is removed by suction filtration. The mother liquor is evapo...